Dataset: the Open Reaction Database (ORD), a public repository of structured organic reaction records. Task: describe an organic reaction: reactants, conditions, products, and yield The reactants are C1(=CC=CC=C1)NN (Phenylhydrazine), CC(CCCC)=O (2-hexanone). Reaction conditions: time 3 hour. Product: CC=1NC2=CC=CC=C2C1CCC (2-Methyl-3-propylindole). Yield: 27.7%. As a reaction SMILES: [C:1]1([NH:7]N)[CH:6]=[CH:5][CH:4]=[CH:3][CH:2]=1.[CH3:9][C:10](=O)[CH2:11][CH2:12][CH2:13][CH3:14]>>[CH3:9][C:10]1[NH:7][C:1]2[C:6]([C:11]=1[CH2:12][CH2:13][CH3:14])=[CH:5][CH:4]=[CH:3][CH:2]=2. Procedure: Phenylhydrazine (162.2 g) was placed in a reaction flask fitted with a mechanical stirrer, reflux condenser with attached drying tube, internal thermometer, and addition funnel. Acetic acid (900 ml) was added, resulting in an orange solution. To this mixture was then added 2-hexanone (170 g) over 5 min, and the resulting mixture was heated to reflux with stirring for three hours. After cooling, the acetic acid solvent was removed by rotary evaporation, and the residue was poured into water (4.5 ...